Dataset: the Open Reaction Database (ORD), a public repository of structured organic reaction records. Task: describe an organic reaction: reactants, conditions, products, and yield Reactants: COC(=O)c1c(OS(=O)(=O)C(F)(F)F)c2cc(Cl)ccc2c(=O)n1Cc1ccccc1, OB(O)c1ccc(Cl)cc1. The product is COC(=O)c1c(-c2ccc(Cl)cc2)c2cc(Cl)ccc2c(=O)n1Cc1ccccc1. Reaction SMILES: [CH3:1][O:2][C:3](=[O:4])[c:5]1[n:6]([CH2:25][c:26]2[cH:27][cH:28][cH:29][cH:30][cH:31]2)[c:7](=[O:24])[c:8]2[cH:9][cH:10][c:11]([Cl:23])[cH:12][c:13]2[c:14]1[O:15][S:16]([C:17]([F:18])([F:19])[F:20])(=[O:21])=[O:22].[Cl:32][c:33]1[cH:34][cH:35][c:36]([B:39]([OH:40])[OH:41])[cH:37][cH:38]1>>[CH3:1][O:2][C:3](=[O:4])[c:5]1[n:6]([CH2:25][c:26]2[cH:27][cH:28][cH:29][cH:30][cH:31]2)[c:7](=[O:24])[c:8]2[cH:9][cH:10][c:11]([Cl:23])[cH:12][c:13]2[c:14]1-[c:36]1[cH:35][cH:34][c:33]([Cl:32])[cH:38][cH:37]1. Starting materials: O=C([O-])[O-], CN1CCCC1=O, COc1cc2c(Nc3ccc(Cl)cc3F)ncnc2cc1O, Cn1ccnc1SCCCl, Cl, [K+], [K+], O. Reaction SMILES: [C:34](=[O:35])([O-:36])[O-:37].[CH3:40][N:41]1[CH2:42][CH2:43][CH2:44][C:45]1=[O:46].[Cl:1][c:2]1[cH:3][c:4]([F:22])[c:5]([NH:6][c:7]2[n:8][cH:9][n:10][c:11]3[cH:12][c:13]([OH:19])[c:14]([O:17][CH3:18])[cH:15][c:16]23)[cH:20][cH:21]1.[Cl:24][CH2:25][CH2:26][S:27][c:28]1[n:29]([CH3:33])[cH:30][cH:31][n:32]1.[ClH:23].[K+:38].[K+:39].[OH2:47]>>[Cl:1][c:2]1[cH:3][c:4]([F:22])[c:5]([NH:6][c:7]2[n:8][cH:9][n:10][c:11]3[cH:12][c:13]([O:19][CH2:25][CH2:26][S:27][c:28]4[n:29]([CH3:33])[cH:30][cH:31][n:32]4)[c:14]([O:17][CH3:18])[cH:15][c:16]23)[cH:20][cH:21]1. Yields the product COc1cc2c(Nc3ccc(Cl)cc3F)ncnc2cc1OCCSc1nccn1C. Starting materials: CC(=O)OI1(C=2C=CC=CC2C(=O)O1)(OC(=O)C)OC(=O)C (Dess-Martin periodinane), FC=1C=C(C=NC1)C(CC(C=C1CCN(CC1)C(C1=CC(=C(C=C1)OC(C)C)C)=O)=O)O (4-(5-fluoro-3-pyridyl)-4-hydroxy-1-[1-(4-isopropoxy-3-methyl-benzoyl)-4-piperidylidene]butan-2-one), CC(=O)OI1(C=2C=CC=CC2C(=O)O1)(OC(=O)C)OC(=O)C (Dess-Martin periodinane). Solvent: ClCCl (dichloromethane). Conditions: time 30 minute. The product is FC=1C=C(C=NC1)C(CC(C=C1CCN(CC1)C(C1=CC(=C(C=C1)OC(C)C)C)=O)=O)=O (1-(5-fluoro-3-pyridyl)-4-[1-(4-isopropoxy-3-methyl-benzoyl)-4-piperidylidene]butane-1,3-dione). Isolated yield 66.9%. Reaction SMILES: [F:1][C:2]1[CH:3]=[C:4]([CH:8]([OH:32])[CH2:9][C:10](=[O:31])[CH:11]=[C:12]2[CH2:17][CH2:16][N:15]([C:18](=[O:30])[C:19]3[CH:24]=[CH:23][C:22]([O:25][CH:26]([CH3:28])[CH3:27])=[C:21]([CH3:29])[CH:20]=3)[CH2:14][CH2:13]2)[CH:5]=[N:6][CH:7]=1.CC(OI1(OC(C)=O)(OC(C)=O)OC(=O)C2C=CC=CC1=2)=O>ClCCl>[F:1][C:2]1[CH:3]=[C:4]([C:8](=[O:32])[CH2:9][C:10](=[O:31])[CH:11]=[C:12]2[CH2:13][CH2:14][N:15]([C:18](=[O:30])[C:19]3[CH:24]=[CH:23][C:22]([O:25][CH:26]([CH3:28])[CH3:27])=[C:21]([CH3:29])[CH:20]=3)[CH2:16][CH2:17]2)[CH:5]=[N:6][CH:7]=1. Procedure details: A solution of 4-(5-fluoro-3-pyridyl)-4-hydroxy-1-[1-(4-isopropoxy-3-methyl-benzoyl)-4-piperidylidene]butan-2-one (475 mg, 1.08 mmol) in dichloromethane (15 mL) was cooled to 0° C. and treated with Dess-Martin periodinane (457 mg, 1.08 mmol). The reaction mixture was stirred for 30 min and was treated with additional Dess-Martin periodinane (150 mg, 0.35 mmol). The reaction mixture was stirred for 30 min and was quenched by the addition of saturated aqueous sodium sulfite. The mixture was extract... Isolated yield 71.2%. Procedure details: In a similar manner as described in Example 1, by using dimethylformimide (15 mL), 5-amino-3-(3-(trifluoromethoxy)phenyl)isoxazol-4-carboxylic acid (530 mg, 1.84 mmol), 1-ethyl-3-(dimethylaminopropyl)carbodiimide hydrochloride (388 mg, 2.02 mmol), hydroxybenzotriazole (299 mg, 2.21 mmol) and 2-(piperazine-1-yl)phenol (328 mg, 1.84 mmol), a white solid required compound (588 mg, 1.31 mmol, 71%) was obtained. Product: NC1=C(C(=NO1)C1=CC(=CC=C1)OC(F)(F)F)C(=O)N1CCN(CC1)C1=C(C=CC=C1)O ((5-amino-3-(3-(trifluoromethoxy)phenyl)isoxazol-4-yl)(4-(2-hydroxyphenyl)piperazine-1-yl)methanone). As a reaction SMILES: [NH2:1][C:2]1[O:6][N:5]=[C:4]([C:7]2[CH:12]=[CH:11][CH:10]=[C:9]([O:13][C:14]([F:17])([F:16])[F:15])[CH:8]=2)[C:3]=1[C:18]([OH:20])=O.Cl.C(N=C=NCCCN(C)C)C.OC1C2N=NNC=2C=CC=1.[N:43]1([C:49]2[CH:54]=[CH:53][CH:52]=[CH:51][C:50]=2[OH:55])[CH2:48][CH2:47][NH:46][CH2:45][CH2:44]1>>[NH2:1][C:2]1[O:6][N:5]=[C:4]([C:7]2[CH:12]=[CH:11][CH:10]=[C:9]([O:13][C:14]([F:15])([F:16])[F:17])[CH:8]=2)[C:3]=1[C:18]([N:46]1[CH2:45][CH2:44][N:43]([C:49]2[CH:54]=[CH:53][CH:52]=[CH:51][C:50]=2[OH:55])[CH2:48][CH2:47]1)=[O:20] |f:1.2|. The reactants are NC1=C(C(=NO1)C1=CC(=CC=C1)OC(F)(F)F)C(=O)O (5-amino-3-(3-(trifluoromethoxy)phenyl)isoxazol-4-carboxylic acid), N1(CCNCC1)C1=C(C=CC=C1)O (2-(piperazine-1-yl)phenol), Cl.C(C)N=C=NCCCN(C)C (1-ethyl-3-(dimethylaminopropyl)carbodiimide hydrochloride), OC1=CC=CC=2NN=NC21 (hydroxybenzotriazole). Starting materials: C(#N)C1=CC=C(C=C1)CCC(=O)O (3-(4-cyanophenyl)propionic acid), C1(=CC=CC=C1)N(C(C1=CC(=C(C=C1)NC)N)=O)CCC1=NN=NN1 (3-amino-4-methylaminobenzoic acid-N-phenyl-N-[2-(1H-tetrazol-5-yl)ethyl]amide), [K+].[Br-] (KBr). The product is C1(=CC=CC=C1)N(C(=O)C1=CC2=C(N(C(=N2)CCC2=CC=C(C=C2)C#N)C)C=C1)CCC1=NN=NN1 (1-Methyl-2-[2-(4-cyanophenyl)ethyl]benzimidazol-5-yl-carboxylic acid-N-phenyl-N-[2-(1H-tetrazol-5-yl)ethyl]amide). Yield: 67.0%. Reaction SMILES: [C:1]([C:3]1[CH:8]=[CH:7][C:6]([CH2:9][CH2:10][C:11](O)=O)=[CH:5][CH:4]=1)#[N:2].[C:14]1([N:20]([CH2:32][CH2:33][C:34]2[NH:38][N:37]=[N:36][N:35]=2)[C:21](=[O:31])[C:22]2[CH:27]=[CH:26][C:25]([NH:28][CH3:29])=[C:24]([NH2:30])[CH:23]=2)[CH:19]=[CH:18][CH:17]=[CH:16][CH:15]=1.[K+].[Br-]>>[C:14]1([N:20]([CH2:32][CH2:33][C:34]2[NH:38][N:37]=[N:36][N:35]=2)[C:21]([C:22]2[CH:27]=[CH:26][C:25]3[N:28]([CH3:29])[C:11]([CH2:10][CH2:9][C:6]4[CH:5]=[CH:4][C:3]([C:1]#[N:2])=[CH:8][CH:7]=4)=[N:30][C:24]=3[CH:23]=2)=[O:31])[CH:19]=[CH:18][CH:17]=[CH:16][CH:15]=1 |f:2.3|. Procedure details: Prepared analogously to Example 25c from 3-(4-cyanophenyl)propionic acid and 3-amino-4-methylaminobenzoic acid-N-phenyl-N-[2-(1H-tetrazol-5-yl)ethyl]amide. Yield: 67% of theory; IR mass spectrum (KBr): characteristic bands at 3439.5 cm−1 (N—H); 2235.5 cm−1 (C≡N) 1631.6 cm−1 (C═O). The reactants are O.C(C=O)(=O)O (glyoxylic acid monohydrate), C(C#C)O (propargyl alcohol), C(C)(=O)[O-].[NH4+] (ammonium acetate). The reagents and catalysts are [Cu](Cl)Cl (copper (II) chloride). Run in C(C)O (ethanol). Product: NC(C(=O)O)C#CCO (2-amino-5-hydroxy-3-pentynoic acid). RXN SMILES: O.[C:2]([OH:6])(=[O:5])[CH:3]=O.[CH2:7]([OH:10])[C:8]#[CH:9].C([O-])(=O)C.[NH4+:15]>C(O)C.[Cu](Cl)Cl>[NH2:15][CH:3]([C:9]#[C:8][CH2:7][OH:10])[C:2]([OH:6])=[O:5] |f:0.1,3.4|. Procedure: A mixture of glyoxylic acid monohydrate (23 g, 250 mmol), propargyl alcohol (16.8 g, 300 mmol ), copper (II) chloride (3.2 g, 25 mmol) and ammonium acetate (49 g, 600 mmol) in ethanol (100 ml) is heated under reflux for 6 h. Then the reaction mixture is concentrated in vacuo, diluted with water (50 ml), acidified to pH 5 with 1N HCl and washed twice with ether (100 ml). Then the aqueous solution is poured on an ion exchange resin column (DOWEX 50, H+) The column is eluted with 1M ammonium hydrox...